From a dataset of the Open Reaction Database (ORD), a public repository of structured organic reaction records. describe an organic reaction: reactants, conditions, products, and yield Starting materials: CO[C@]12[C@]3(C)[C@@H](C[C@H]1C2)[C@@H]2CCC=1CC(CCC1[C@H]2CC3)=O (17beta-methoxy-16alpha,17alpha-methylene-estr-5(10)-en-3-one), pyridine hydrobromide perbromide. Run in N1=CC=CC=C1 (pyridine). Conditions: temperature -5 celsius, time 30 minute. Yields the product CO[C@]12[C@]3(C)[C@@H](C[C@H]1C2)[C@@H]2CCC1=CC(CCC1=C2CC3)=O (17beta-methoxy-16alpha,17alpha-methylene-estra-4,9-dien-3-one). The yield is 84.8%. Reaction SMILES: [CH3:1][O:2][C@@:3]12[CH2:9][C@@H:8]1[CH2:7][C@H:6]1[C@H:10]3[C@H:19]([CH2:20][CH2:21][C@:4]21[CH3:5])[C:18]1[CH2:17][CH2:16][C:15](=[O:22])[CH2:14][C:13]=1[CH2:12][CH2:11]3.C1C=C[NH+]=CC=1.Br[Br-]Br>N1C=CC=CC=1>[CH3:1][O:2][C@@:3]12[CH2:9][C@@H:8]1[CH2:7][C@H:6]1[C@H:10]3[C:19]([CH2:20][CH2:21][C@:4]21[CH3:5])=[C:18]1[C:13](=[CH:14][C:15](=[O:22])[CH2:16][CH2:17]1)[CH2:12][CH2:11]3 |f:1.2|. Procedure details: 9.5 g of 17beta-methoxy-16alpha,17alpha-methylene-estr-5(10)-en-3-one (crude product) is dissolved in 130 ml of pyridine and then, with cooling (-5° C.), mixed with 11.5 of pyridine hydrobromide perbromide within 5 minutes. Then, the cooling is removed and the reaction solution warming slowly to room temperature is stirred for about 30 minutes, and then mixed with 3 ml of methylbutene and an excess bromation agent is consumed. Then, it is stirred for 4 hours at room temperature and then stirred ... Starting materials: Cc1cc(Br)ccc1CC#N, BrCc1cccnc1, Br, C1CCOC1, CN(C)P(=O)(N(C)C)N(C)C, C[Si](C)(C)[N-][Si](C)(C)C, [Li+], [Na+], O=C([O-])O. RXN SMILES: [Br:1][c:2]1[cH:3][c:4]([CH3:11])[c:5]([CH2:8][C:9]#[N:10])[cH:6][cH:7]1.[Br:34][CH2:35][c:36]1[cH:37][n:38][cH:39][cH:40][cH:41]1.[BrH:33].[CH2:42]1[O:43][CH2:44][CH2:45][CH2:46]1.[CH3:12][N:13]([P:14]([N:15]([CH3:16])[CH3:17])([N:18]([CH3:19])[CH3:20])=[O:21])[CH3:22].[CH3:23][Si:24]([CH3:25])([CH3:26])[N-:27][Si:28]([CH3:29])([CH3:30])[CH3:31].[Li+:32].[Na+:51].[O-:47][C:48]([OH:49])=[O:50]>>[Br:1][c:2]1[cH:3][c:4]([CH3:11])[c:5]([CH:8]([C:9]#[N:10])[CH2:35][c:36]2[cH:37][n:38][cH:39][cH:40][cH:41]2)[cH:6][cH:7]1. The product is Cc1cc(Br)ccc1C(C#N)Cc1cccnc1. Starting materials: BrCC=1CS[C@H]2N(C1C(=O)OC(C1=CC=CC=C1)C1=CC=CC=C1)C([C@H]2NC(CC=2SC=CC2)=O)=O (diphenylmethyl 3-bromomethyl-7β-(2-thienylacetamido)ceph-3-em-4-carboxylate), C1(=CC=CC=C1)P(C1=CC=CC=C1)C1=CC=CC=C1 (triphenylphosphine). The solvent is CCOCC (ether), C1=CC=CC=C1 (benzene). Yields the product [Br-].C1(=CC=CC=C1)C(OC(=O)C1=C(CS[C@H]2N1C([C@H]2NC(CC=2SC=CC2)=O)=O)C[P+](C2=CC=CC=C2)(C2=CC=CC=C2)C2=CC=CC=C2)C2=CC=CC=C2 ([4-Diphenylmethoxycarbonyl-7β-(2-thienylacetamido) ceph-3-em-3-ylmethyl]-triphenylphosphonium bromide). Yield: 57.5%. As a reaction SMILES: [Br:1][CH2:2][C:3]1[CH2:4][S:5][C@@H:6]2[C@H:26]([NH:27][C:28](=[O:35])[CH2:29][C:30]3[S:31][CH:32]=[CH:33][CH:34]=3)[C:25](=[O:36])[N:7]2[C:8]=1[C:9]([O:11][CH:12]([C:19]1[CH:24]=[CH:23][CH:22]=[CH:21][CH:20]=1)[C:13]1[CH:18]=[CH:17][CH:16]=[CH:15][CH:14]=1)=[O:10].[C:37]1([P:43]([C:50]2[CH:55]=[CH:54][CH:53]=[CH:52][CH:51]=2)[C:44]2[CH:49]=[CH:48][CH:47]=[CH:46][CH:45]=2)[CH:42]=[CH:41][CH:40]=[CH:39][CH:38]=1>C1C=CC=CC=1.CCOCC>[Br-:1].[C:13]1([CH:12]([C:19]2[CH:20]=[CH:21][CH:22]=[CH:23][CH:24]=2)[O:11][C:9]([C:8]2[N:7]3[C:25](=[O:36])[C@@H:26]([NH:27][C:28](=[O:35])[CH2:29][C:30]4[S:31][CH:32]=[CH:33][CH:34]=4)[C@H:6]3[S:5][CH2:4][C:3]=2[CH2:2][P+:43]([C:44]2[CH:45]=[CH:46][CH:47]=[CH:48][CH:49]=2)([C:50]2[CH:55]=[CH:54][CH:53]=[CH:52][CH:51]=2)[C:37]2[CH:38]=[CH:39][CH:40]=[CH:41][CH:42]=2)=[O:10])[CH:14]=[CH:15][CH:16]=[CH:17][CH:18]=1 |f:4.5|. Procedure: A solution of diphenylmethyl 3-bromomethyl-7β-(2-thienylacetamido)ceph-3-em-4-carboxylate (300 mg.), Rf 0.6 in benzene (5 ml.) was treated with triphenylphosphine (140 mg.) and the total warmed to 50° for 10 minutes. After the mixture had stood at room temperature for a further hour it was diluted with ether and the precipitated solid was collected by filtration. This material was washed thoroughly with ethyl acetate and ether, and on drying in vacuo gave the phosphonium bromide (250 mg.) Rf 0.0... Reported procedure: was prepared using similar procedures as described for the synthesis of (3-acetyl-pyrrolo[2,3-c]pyridin-1-yl)-acetic acid in Scheme C4 from (R)-3-amino-3-(3-chloro-2-fluoro-phenyl)-propan-1-ol. 1H-NMR (400 MHz, DMSO): δ (ppm): 8.89 (m, 2H), 7.73 (m, 2H), 7.39 (t, 1H), 4.69 (m, 1H), 3.13 (m, 1H), 2.98 (m, 1H), 2.73 (s, 6H), 2.47 (m, 1H), 2.34 (1H). The product is ClC=1C(=C(C=CC1)[C@@H](CCN(C)C)N)F ((R)-1-(3-Chloro-2-fluoro-phenyl)-N*3*,N*3*-dimethyl-propane-1,3-diamine). Reactants: C(C)(=O)C1=CN(C2=CN=CC=C21)CC(=O)O ((3-acetyl-pyrrolo[2,3-c]pyridin-1-yl)-acetic acid), N[C@H](CCO)C1=C(C(=CC=C1)Cl)F ((R)-3-amino-3-(3-chloro-2-fluoro-phenyl)-propan-1-ol). RXN SMILES: C(C1C2[C:7](=CN=CC=2)[N:6](CC(O)=O)[CH:5]=1)(=O)C.[NH2:17][C@@H:18]([C:22]1[CH:27]=[CH:26][CH:25]=[C:24]([Cl:28])[C:23]=1[F:29])[CH2:19][CH2:20]O>>[Cl:28][C:24]1[C:23]([F:29])=[C:22]([C@H:18]([NH2:17])[CH2:19][CH2:20][N:6]([CH3:7])[CH3:5])[CH:27]=[CH:26][CH:25]=1.